This data is from the Open Reaction Database (ORD), a public repository of structured organic reaction records. The task is: describe an organic reaction: reactants, conditions, products, and yield Reactants: C1(=CC=CC=C1)P(=O)(C1=CC=CC=C1)N=[N+]=[N-] (diphenylphosphoryl azide), CN1CCOCC1 (N-methylmorpholine), CN(C=O)C (dimethylformamide), Cl.NCC(CCCC(=O)O)C1=CC=CC=C1 (6-amino-5-phenylhexanoic acid hydrochloride). The solvent is C(C)(=O)OCC (ethyl acetate), O (water). Reaction conditions: time 3.5 hour. Product: C1(=CC=CC=C1)C1CCCC(NC1)=O (6-Phenylperhydroazepin-2-one). RXN SMILES: C1(P(N=[N+]=[N-])(C2C=CC=CC=2)=O)C=CC=CC=1.CN1CCOCC1.CN(C)C=O.Cl.[NH2:31][CH2:32][CH:33]([C:40]1[CH:45]=[CH:44][CH:43]=[CH:42][CH:41]=1)[CH2:34][CH2:35][CH2:36][C:37](O)=[O:38]>C(OCC)(=O)C.O>[C:40]1([CH:33]2[CH2:32][NH:31][C:37](=[O:38])[CH2:36][CH2:35][CH2:34]2)[CH:45]=[CH:44][CH:43]=[CH:42][CH:41]=1 |f:3.4|. Procedure: 27.6 ml of diphenylphosphoryl azide and then 37.5 ml of N-methylmorpholine were added to 260 ml of dimethylformamide containing 26.0 g of 6-amino-5-phenylhexanoic acid hydrochloride [prepared as described in step (c) above] in an ice-bath. The reaction mixture was stirred for 3.5 hours at room temperature, and then dissolved in 0.5 liter of ethyl acetate and 0.5 liter of water. The ethyl acetate layer was separated, washed with water and dried over anhydrous magnesium sulfate. The solvent was di...